This data is from the Open Reaction Database (ORD), a public repository of structured organic reaction records. The task is: describe an organic reaction: reactants, conditions, products, and yield Starting materials: C(C)(C)(C)OC (t-butylmethylether), C(C(=C)C)(=O)N (methacrylamide), C(C)(C)[N-]C(C)C.[Li+] (lithium diisopropylamide), C12(CC3CC(CC(C1)C3)C2)C(=O)Cl (1-adamantanecarbonyl chloride). The solvent is O1CCCC1 (THF), O1CCCC1 (tetrahydrofuran), O1CCCC1 (THF). Reaction conditions: time 10 minute. The product is C(C(=C)C)(=O)N.C12(CC3CC(CC(C1)C3)C2)C(=O)O (1-adamantanecarboxylic acid methacrylamide). RXN SMILES: [C:1]([NH2:6])(=[O:5])[C:2]([CH3:4])=[CH2:3].C([N-]C(C)C)(C)C.[Li+].[C:15]12([C:25](Cl)=[O:26])[CH2:24][CH:19]3[CH2:20][CH:21]([CH2:23][CH:17]([CH2:18]3)[CH2:16]1)[CH2:22]2.C([O:32]C)(C)(C)C>O1CCCC1>[C:1]([NH2:6])(=[O:5])[C:2]([CH3:4])=[CH2:3].[C:15]12([C:25]([OH:26])=[O:32])[CH2:24][CH:19]3[CH2:20][CH:21]([CH2:23][CH:17]([CH2:18]3)[CH2:16]1)[CH2:22]2 |f:1.2,6.7|. Procedure: 90.0 g of methacrylamide was dissolved in 1,350 g of tetrahydrofuran (THF), and 944 mL of a 1.12 mol/L lithium diisopropylamide (LiDA) solution was dropwise added thereto at 5° C., followed by stirring for 10 minutes. Subsequently, 900 g of THF having 231.1 g of 1-adamantanecarbonyl chloride dissolved therein was added thereto, followed by stirring at 5° C. for 18 hours. After completion of the reaction, THF and t-butylmethylether (TBME) were added thereto, followed by washing with a 1 wt % aque... Starting materials: Cl (hydrogen chloride), C(C)(C)N(C(C)C)CC (N,N-diisopropylethylamine), BrC=1C(N(C=C(N1)Br)C=1C=C(C(=O)OC)C=CC1C)=O (3-(3,5-Dibromo-2-oxo-2H-pyrazin-1-yl)-4-methyl-benzoic acid, methyl ester), CC(C)(C)[Si](OC[C@@H]([C@H](C1=CC=CC=C1)N[S@](=O)C(C)(C)C)C)(C1=CC=CC=C1)C1=CC=CC=C1 ((R)-N-[(1R,2R)-3-[[(1,1-dimethylethyl)diphenylsilyl]oxy]-2-methyl-1-phenylpropyl]-2-methyl-2-propanesulfinamide). The solvent is C(C)(=O)OCC (ethyl acetate), O1CCOCC1 (1,4-dioxane), O1CCCC1 (tetrahydrofuran), CO (methanol). Reaction conditions: temperature 50 celsius, time 70 hour. The product is OC[C@@H]([C@H](C1=CC=CC=C1)NC=1C(N(C=CN1)C=1C=C(C(=O)OC)C=CC1C)=O)C (3-[3-[[(1R,2R)-3-Hydroxy-2-methyl-1-phenylpropyl]amino]-2-oxo-1(2H)-pyrazinyl]-4-methyl-benzoic acid, methyl ester). Isolated yield 98.7%. Reaction SMILES: CC([Si](C1C=CC=CC=1)(C1C=CC=CC=1)[O:6][CH2:7][C@H:8]([CH3:23])[C@@H:9]([NH:16][S@@](C(C)(C)C)=O)[C:10]1[CH:15]=[CH:14][CH:13]=[CH:12][CH:11]=1)(C)C.Cl.Br[C:38]1[C:39](=[O:56])[N:40]([C:45]2[CH:46]=[C:47]([CH:52]=[CH:53][C:54]=2[CH3:55])[C:48]([O:50][CH3:51])=[O:49])[CH:41]=[C:42](Br)[N:43]=1.C(N(CC)C(C)C)(C)C>O1CCOCC1.C(OCC)(=O)C.O1CCCC1.CO>[OH:6][CH2:7][C@H:8]([CH3:23])[C@@H:9]([NH:16][C:38]1[C:39](=[O:56])[N:40]([C:45]2[CH:46]=[C:47]([CH:52]=[CH:53][C:54]=2[CH3:55])[C:48]([O:50][CH3:51])=[O:49])[CH:41]=[CH:42][N:43]=1)[C:10]1[CH:11]=[CH:12][CH:13]=[CH:14][CH:15]=1. Procedure: A mixture of (R)-N-[(1R,2R)-3-[[(1,1-dimethylethyl)diphenylsilyl]oxy]-2-methyl-1-phenylpropyl]-2-methyl-2-propanesulfinamide (Example 136b, 5.2 g), methanol (25 mL) and a solution of hydrogen chloride in 1,4-dioxane (4M, 25 mL) was stirred at 50° C. for 7 h and left at room temperature for 70 h. The mixture was concentrated in vacuo and the residue was washed with ether to give the crude amine hydrochloride (2.0 g). 3-(3,5-Dibromo-2-oxo-2H-pyrazin-1-yl)-4-methyl-benzoic acid, methyl ester (Examp... The reactants are CCOC(C)=O, C1CCCCC1, Cc1ccccc1, Cn1cc(C(=O)Nc2ccccc2C2CC3CCC2C3)c(C(F)F)n1, O, S=P12SP3(=S)SP(=S)(S1)SP(=S)(S2)S3. The product is Cn1cc(C(=S)Nc2ccccc2C2CC3CCC2C3)c(C(F)F)n1. Reaction SMILES: [C:41]([O:42][CH2:43][CH3:44])(=[O:45])[CH3:46].[CH2:47]1[CH2:48][CH2:49][CH2:50][CH2:51][CH2:52]1.[CH3:53][c:54]1[cH:55][cH:56][cH:57][cH:58][cH:59]1.[CH:15]12[CH:16]([c:22]3[c:23]([NH:28][C:29](=[O:30])[c:31]4[c:32]([CH:37]([F:38])[F:39])[n:33][n:34]([CH3:36])[cH:35]4)[cH:24][cH:25][cH:26][cH:27]3)[CH2:17][CH:18]([CH2:19][CH2:20]1)[CH2:21]2.[OH2:40].[P:1]12(=[S:2])[S:3][P:4]3(=[S:14])[S:5][P:6](=[S:12])([S:7][P:8](=[S:11])([S:9]3)[S:10]1)[S:13]2>>[S:2]=[C:29]([NH:28][c:23]1[c:22]([CH:16]2[CH:15]3[CH2:20][CH2:19][CH:18]([CH2:17]2)[CH2:21]3)[cH:27][cH:26][cH:25][cH:24]1)[c:31]1[c:32]([CH:37]([F:38])[F:39])[n:33][n:34]([CH3:36])[cH:35]1. Reactants: CC(C)(C)OC(=O)N1CCC(c2ccc(OCCCOS(C)(=O)=O)cc2)C(OCc2ccc3cccnc3c2)C1, O=C([O-])O, OCC1CC1, [H-], [Na+], [Na+], C1CCOC1. Product: CC(C)(C)OC(=O)N1CCC(c2ccc(OCCCOCC3CC3)cc2)C(OCc2ccc3cccnc3c2)C1. Reaction SMILES: [C:1]([CH3:2])([CH3:3])([CH3:4])[O:5][C:6](=[O:7])[N:8]1[CH2:9][CH:10]([O:29][CH2:30][c:31]2[cH:32][cH:33][c:34]3[cH:35][cH:36][cH:37][n:38][c:39]3[cH:40]2)[CH:11]([c:14]2[cH:15][cH:16][c:17]([O:20][CH2:21][CH2:22][CH2:23][O:24][S:25]([CH3:26])(=[O:27])=[O:28])[cH:18][cH:19]2)[CH2:12][CH2:13]1.[C:48](=[O:49])([OH:50])[O-:51].[CH:41]1([CH2:44][OH:45])[CH2:42][CH2:43]1.[H-:46].[Na+:47].[Na+:52].[O:53]1[CH2:54][CH2:55][CH2:56][CH2:57]1>>[C:1]([CH3:2])([CH3:3])([CH3:4])[O:5][C:6](=[O:7])[N:8]1[CH2:9][CH:10]([O:29][CH2:30][c:31]2[cH:32][cH:33][c:34]3[cH:35][cH:36][cH:37][n:38][c:39]3[cH:40]2)[CH:11]([c:14]2[cH:15][cH:16][c:17]([O:20][CH2:21][CH2:22][CH2:23][O:24][CH2:44][CH:41]3[CH2:42][CH2:43]3)[cH:18][cH:19]2)[CH2:12][CH2:13]1. Starting materials: CC(C)=O, O=Cc1cnn(-c2cccc(C(F)(F)F)c2)c1, O=[Cr](=O)=O, O, O=S(=O)(O)O. Product: O=C(O)c1cnn(-c2cccc(C(F)(F)F)c2)c1. Reaction SMILES: [CH3:18][C:19]([CH3:20])=[O:21].[F:1][C:2]([c:3]1[cH:4][c:5](-[n:9]2[n:10][cH:11][c:12]([CH:14]=[O:15])[cH:13]2)[cH:6][cH:7][cH:8]1)([F:16])[F:17].[O:22]=[Cr:23](=[O:24])=[O:25].[OH2:31].[S:26](=[O:27])(=[O:28])([OH:29])[OH:30]>>[F:1][C:2]([c:3]1[cH:4][c:5](-[n:9]2[n:10][cH:11][c:12]([C:14](=[O:15])[OH:21])[cH:13]2)[cH:6][cH:7][cH:8]1)([F:16])[F:17]. Starting materials: O=S(=O)(Cc1coc(C=Cc2ccc(S(F)(F)(F)(F)F)cc2)n1)c1ccc(Br)cc1, O=C([O-])[O-], C=CCCn1ccnn1, C1CCOC1, CCOC(C)=O, B1C2CCCC1CCC2, CN(C)C=O, [Cs+], [Cs+]. Yields the product O=S(=O)(Cc1coc(C=Cc2ccc(S(F)(F)(F)(F)F)cc2)n1)c1ccc(CCCCn2ccnn2)cc1. As a reaction SMILES: [Br:19][c:20]1[cH:21][cH:22][c:23]([S:26](=[O:27])(=[O:28])[CH2:29][c:30]2[n:31][c:32]([CH:35]=[CH:36][c:37]3[cH:38][cH:39][c:40]([S:43]([F:44])([F:45])([F:46])([F:47])[F:48])[cH:41][cH:42]3)[o:33][cH:34]2)[cH:24][cH:25]1.[C:49](=[O:50])([O-:51])[O-:52].[CH2:1]([CH2:2][CH:3]=[CH2:4])[n:5]1[n:6][n:7][cH:8][cH:9]1.[CH2:55]1[O:56][CH2:57][CH2:58][CH2:59]1.[CH3:65][CH2:66][O:67][C:68](=[O:69])[CH3:70].[CH:10]12[CH2:11][CH2:12][CH2:13][CH:14]([BH:15]1)[CH2:16][CH2:17][CH2:18]2.[CH:60]([N:61]([CH3:62])[CH3:63])=[O:64].[Cs+:53].[Cs+:54]>>[CH2:1]([CH2:2][CH2:3][CH2:4][c:20]1[cH:21][cH:22][c:23]([S:26](=[O:27])(=[O:28])[CH2:29][c:30]2[n:31][c:32]([CH:35]=[CH:36][c:37]3[cH:38][cH:39][c:40]([S:43]([F:44])([F:45])([F:46])([F:47])[F:48])[cH:41][cH:42]3)[o:33][cH:34]2)[cH:24][cH:25]1)[n:5]1[n:6][n:7][cH:8][cH:9]1. The reactants are CCOC(O)C(=O)c1ccc(OCc2ccccc2)c(C(=O)OC)c1, CC(C)(N)CCn1cnnc1, CCO. Yields the product COC(=O)c1cc(C(=O)C=NC(C)(C)CCn2cnnc2)ccc1OCc1ccccc1. RXN SMILES: [CH2:1]([c:2]1[cH:3][cH:4][cH:5][cH:6][cH:7]1)[O:8][c:9]1[c:10]([C:11](=[O:12])[O:13][CH3:14])[cH:15][c:16]([C:19]([CH:20]([O:21][CH2:22][CH3:23])[OH:24])=[O:25])[cH:17][cH:18]1.[CH3:26][C:27]([CH2:28][CH2:29][n:30]1[cH:31][n:32][n:33][cH:34]1)([CH3:35])[NH2:36].[CH3:37][CH2:38][OH:39]>>[CH2:1]([c:2]1[cH:3][cH:4][cH:5][cH:6][cH:7]1)[O:8][c:9]1[c:10]([C:11](=[O:12])[O:13][CH3:14])[cH:15][c:16]([C:19]([CH:20]=[N:36][C:27]([CH3:26])([CH2:28][CH2:29][n:30]2[cH:31][n:32][n:33][cH:34]2)[CH3:35])=[O:25])[cH:17][cH:18]1.